Dataset: the Open Reaction Database (ORD), a public repository of structured organic reaction records. Task: describe an organic reaction: reactants, conditions, products, and yield The reactants are C(C)(C)(C)OC(=O)N1C=C(C=2C1=NC=C(C2)Cl)CN(C)C (5-chloro-3-dimethylaminomethyl-pyrrolo[2,3-b]pyridine-1-carboxylic acid tert-butyl ester), ClC(=O)OCC (ethyl chloroformate). Run in C1(=CC=CC=C1)C (toluene). Conditions: time 2 hour. The product is C(C)(C)(C)OC(=O)N1C=C(C=2C1=NC=C(C2)Cl)CCl (5-chloro-3-chloromethyl-pyrrolo[2,3-b]pyridine-1-carboxylic acid tert-butyl ester). The yield is 39.1%. As a reaction SMILES: [C:1]([O:5][C:6]([N:8]1[C:12]2=[N:13][CH:14]=[C:15]([Cl:17])[CH:16]=[C:11]2[C:10]([CH2:18]N(C)C)=[CH:9]1)=[O:7])([CH3:4])([CH3:3])[CH3:2].[Cl:22]C(OCC)=O>C1(C)C=CC=CC=1>[C:1]([O:5][C:6]([N:8]1[C:12]2=[N:13][CH:14]=[C:15]([Cl:17])[CH:16]=[C:11]2[C:10]([CH2:18][Cl:22])=[CH:9]1)=[O:7])([CH3:4])([CH3:3])[CH3:2]. Reported procedure: To 5-chloro-3-dimethylaminomethyl-pyrrolo[2,3-b]pyridine-1-carboxylic acid tert-butyl ester (141, 4.20 g, 13.6 mmol) in 100 mL of toluene, ethyl chloroformate (1.48 mL, 15.5 mmol) was added under nitrogen. The reaction was stirred at room temperature for 2 hours, then concentrated under vacuum and combined with water and extracted with ethyl acetate. The organic layer was dried over sodium sulfate, filtered and the filtrate was concentrated under vacuum. The resulting material was purified by si... Starting materials: COC(=O)C1=C[C@@H]([C@@H](C1)NC(=O)OC(C)(C)C)O ((3S,4R)-4-tert-butoxycarbonylamino-3-hydroxycyclopent-1-enecarboxylic acid methyl ester). Reagents/catalysts: [Pd] (Palladium-on-carbon). Solvent: CO (methanol). Conditions: time 14 hour. Yields the product COC(=O)[C@H]1C[C@H]([C@H](C1)O)NC(=O)OC(C)(C)C ((1S,3R,4S)-3-tert-Butoxycarbonylamino-4-hydroxycyclopentanecarboxylic acid methyl ester). Reaction SMILES: [CH3:1][O:2][C:3]([C:5]1[CH2:9][C@@H:8]([NH:10][C:11]([O:13][C:14]([CH3:17])([CH3:16])[CH3:15])=[O:12])[C@@H:7]([OH:18])[CH:6]=1)=[O:4]>CO.[Pd]>[CH3:1][O:2][C:3]([C@@H:5]1[CH2:6][C@H:7]([OH:18])[C@H:8]([NH:10][C:11]([O:13][C:14]([CH3:17])([CH3:16])[CH3:15])=[O:12])[CH2:9]1)=[O:4]. Procedure: Palladium-on-carbon (1 g, 10 wt %) was added under nitrogen to a solution of (3S,4R)-4-tert-butoxycarbonylamino-3-hydroxycyclopent-1-enecarboxylic acid methyl ester (70 g, 0.29 mol) in methanol (300 ml). The reaction mixture was transferred to a bomb, and, after purging with nitrogen and then hydrogen, a hydrogen pressure of 2 bar was applied and the reaction stirred for 14 h (periodically, additional hydrogen was added to the reaction, to reestablish and initial reaction pressure). The pressure...